Dataset: the Open Reaction Database (ORD), a public repository of structured organic reaction records. Task: describe an organic reaction: reactants, conditions, products, and yield Reactants: SC=1C=C(C=CC1)CC(=O)O (3-Mercaptophenylacetic acid), C(C)(C)N(C(C)C)CC (N,N-diisopropylethylamine), O (H2O), ClCC(C)=O (chloroacetone). Solvent: C1CCOC1 (THF), C1CCOC1 (THF). The product is O=C(CSC=1C=C(C=CC1)CC(=O)O)C ([3-(2-Oxo-propylsulfanyl)-phenyl]-acetic acid). RXN SMILES: [SH:1][C:2]1[CH:3]=[C:4]([CH2:8][C:9]([OH:11])=[O:10])[CH:5]=[CH:6][CH:7]=1.Cl[CH2:13][C:14](=[O:16])[CH3:15].C(N(CC)C(C)C)(C)C.O>C1COCC1>[O:16]=[C:14]([CH3:15])[CH2:13][S:1][C:2]1[CH:3]=[C:4]([CH2:8][C:9]([OH:11])=[O:10])[CH:5]=[CH:6][CH:7]=1. Procedure details: 3-Mercaptophenylacetic acid (3.0 g, 17.9 mmol) and chloroacetone (1.5 mL, 18.8 mmol) were combined in THF (100 mL) then a solution of N,N-diisopropylethylamine (10.9 mL, 62.7 mmol) in THF (100 mL) was added by addition funnel over the course of 20 minutes at room temperature. After 2 hours H2O (100 mL) was added and the reaction mixture was worked up to give the title compound as a solid. The reactants are Cl.Cl.N[C@H]([C@@H](C(=O)NC1CC1)O)CC ((2S,3S)-3-amino-N-cyclopropyl-2-hydroxypentanamide dihydrochloride), C(=O)C1(CC1)NC(OC(C)(C)C)=O (tert-butyl 1-formylcyclopropylcarbamate). Reaction SMILES: Cl.Cl.[NH2:3][C@@H:4]([CH2:13][CH3:14])[C@H:5]([OH:12])[C:6]([NH:8][CH:9]1[CH2:11][CH2:10]1)=[O:7].C(C1(NC(=O)OC(C)(C)C)CC1)=O>>[NH2:3][C:4]1([CH:5]([OH:12])[C:6]([NH:8][CH:9]2[CH2:10][CH2:11]2)=[O:7])[CH2:14][CH2:13]1 |f:0.1.2|. Product: NC1(CC1)C(C(=O)NC1CC1)O (2-(1-Aminocyclopropyl)-N-cyclopropyl-2-hydroxyacetamide). Procedure details: The title compound was prepared in analogy to (2S,3S)-3-amino-N-cyclopropyl-2-hydroxypentanamide dihydrochloride, Representative Procedure A, starting with tert-butyl 1-formylcyclopropylcarbamate in the third step (A3). Starting materials: C(C)(C)(C)OC(=O)N[C@@H]([C@@H](C)CC)C(=O)NCCCBr (3-[N-t-Butoxycarbonyl-(S)-isoleucinyl]amino-1-bromopropane), C(C)(C)(C)OC(=O)N[C@@H]([C@@H](C)CC)C(=O)NCCCBr (3-[N-t-Butoxycarbonyl-(S)-isoleucinyl]amino-1-bromopropane), C(=O)(OC(C)(C)C)N[C@@H](CC1=CC=C(C=C1)O)C(=O)O (Boc-tyrosine). Run in C(=O)(C(F)(F)F)O (TFA), C(Cl)Cl (DCM). Run at time 30 minute. Product: C(C)(C)(C)OC(=O)N[C@@H](CC1=CC=C(C=C1)O)C(=O)N[C@@H]([C@@H](C)CC)C(=O)NCCCBr (3-[N-t-Butoxycarbonyl-(S)-tyrosinyl-(S)-isoleucinyl]amino-1-bromopropane). RXN SMILES: C(OC([NH:8][C@H:9]([C:14]([NH:16][CH2:17][CH2:18][CH2:19][Br:20])=[O:15])[C@H:10]([CH2:12][CH3:13])[CH3:11])=O)(C)(C)C.[C:21]([NH:28][C@H:29]([C:38]([OH:40])=O)[CH2:30][C:31]1[CH:36]=[CH:35][C:34]([OH:37])=[CH:33][CH:32]=1)([O:23][C:24]([CH3:27])([CH3:26])[CH3:25])=[O:22]>C(O)(C(F)(F)F)=O.C(Cl)Cl>[C:24]([O:23][C:21]([NH:28][C@H:29]([C:38]([NH:8][C@H:9]([C:14]([NH:16][CH2:17][CH2:18][CH2:19][Br:20])=[O:15])[C@H:10]([CH2:12][CH3:13])[CH3:11])=[O:40])[CH2:30][C:31]1[CH:32]=[CH:33][C:34]([OH:37])=[CH:35][CH:36]=1)=[O:22])([CH3:25])([CH3:26])[CH3:27]. Procedure details: Compound (U) (3.51 g, 10 mmol) was dissolved in a solution of 25% TFA in DCM (10 ml) and stirred at room temperature for 30 mins. The solution was evaporated to dryness in vacuo and the residue evaporated from DCM three more times to remove residual traces of TFA. This residue was coupled to Boc-tyrosine (2.8 g, 10 mmol) using the procedure described for the synthesis of compound (U). The resultant product was purified by column chromatography (silica; 50% ethyl acetate in hexane (Rf =0.19)) as ... The reactants are [OH-].[Na+] (NaOH), O1C(CCCC1)OC1=CC=C(C=O)C=C1 (4-(Tetrahydro-pyran-2-yloxy)-benzaldehyde), C1(CCCC1)=O (Cyclopentanone), C(C1=CC=CC=C1)=O (benzaldehyde). Run in C(C)O (ethanol), C(C)O (ethanol), O (water). Reaction conditions: time 25 minute. The product is O1C(CCCC1)OC1=CC=C(C=C2C(C(CC2)=CC2=CC=C(C=C2)OC2OCCCC2)=O)C=C1 (2,5-Bis-[4-(tetrahydro-pyran-2-yloxy)-benzylidene]-cyclopentanone). Isolated yield 74.0%. RXN SMILES: [C:1]1(=[O:6])[CH2:5][CH2:4][CH2:3][CH2:2]1.[OH-:7].[Na+].[CH:9](=O)[C:10]1[CH:15]=[CH:14][CH:13]=[CH:12][CH:11]=1.[O:17]1[CH2:22][CH2:21][CH2:20][CH2:19][CH:18]1[O:23][C:24]1[CH:31]=[CH:30][C:27]([CH:28]=O)=[CH:26][CH:25]=1>C(O)C.O>[O:7]1[CH2:5][CH2:4][CH2:3][CH2:2][CH:1]1[O:6][C:13]1[CH:14]=[CH:15][C:10]([CH:9]=[C:2]2[CH2:3][CH2:4][C:5](=[CH:28][C:27]3[CH:30]=[CH:31][C:24]([O:23][CH:18]4[CH2:19][CH2:20][CH2:21][CH2:22][O:17]4)=[CH:25][CH:26]=3)[C:1]2=[O:6])=[CH:11][CH:12]=1 |f:1.2|. Procedure details: Cyclopentanone (8.8 ml, 0.099 mol) was dissolved in ethanol (12 ml) and added to NaOH dissolved in water (25 ml) and ethanol (7 ml), and was left to stir for 25 min. This was then added to the THP protected benzaldehyde from 1CW01 (46.12 g, 0.22 mol), and the mixture was left to stir at room temperature for approximately 16 hours. A solid precipitate was isolated by vacuum filtration, washed with water (2×50 ml) and then ethanol (4×40 ml). This solid was recrystallised from ethanol to give a yel... The reactants are CN(C)C=O, [H-], CI, [Na+], CC(Cn1ncc2ccc3c(c21)NC(=O)CO3)NC(=O)OC(C)(C)C, C1CCOC1, O. Yields the product CC(Cn1ncc2ccc3c(c21)N(C)C(=O)CO3)NC(=O)OC(C)(C)C. Reaction SMILES: [CH3:30][N:31]([CH3:32])[CH:33]=[O:34].[H-:26].[I:28][CH3:29].[Na+:27].[O:1]=[C:2]1[NH:3][c:4]2[c:5]([cH:6][cH:7][c:8]3[cH:9][n:10][n:11]([CH2:13][CH:14]([CH3:15])[NH:16][C:17]([O:18][C:19]([CH3:20])([CH3:21])[CH3:22])=[O:23])[c:12]23)[O:24][CH2:25]1.[O:35]1[CH2:36][CH2:37][CH2:38][CH2:39]1.[OH2:40]>>[O:1]=[C:2]1[N:3]([CH3:30])[c:4]2[c:5]([cH:6][cH:7][c:8]3[cH:9][n:10][n:11]([CH2:13][CH:14]([CH3:15])[NH:16][C:17]([O:18][C:19]([CH3:20])([CH3:21])[CH3:22])=[O:23])[c:12]23)[O:24][CH2:25]1. Starting materials: Cl.Cl.C1(CCCCC1)O (cyclohexanol dihydrochloride), C(C1=CC=CC=C1)OC1=CC=C(C=C1)C(C(=O)N1C[C@@H](CC1)NC(OC(C)(C)C)=O)C1(CCCCC1)O (tert-butyl {(3R)-1-[[4-(benzyloxy)phenyl](1-hydroxycyclohexyl)acetyl]pyrrolidin-3-yl}carbamate). Yields the product Cl.Cl.N[C@H]1CN(CC1)CC(C1=CC=C(C=C1)OCC1=CC=CC=C1)C1(CCCCC1)O (1-{2-[(3R)-3-aminopyrrolidin-1-yl]-1-[4-(benzyloxy)phenyl]ethyl}cyclohexanol dihydrochloride). RXN SMILES: [ClH:1].Cl.C1(O)CCCCC1.[CH2:10]([O:17][C:18]1[CH:23]=[CH:22][C:21]([CH:24]([C:40]2([OH:46])[CH2:45][CH2:44][CH2:43][CH2:42][CH2:41]2)[C:25]([N:27]2[CH2:31][CH2:30][C@@H:29]([NH:32]C(=O)OC(C)(C)C)[CH2:28]2)=O)=[CH:20][CH:19]=1)[C:11]1[CH:16]=[CH:15][CH:14]=[CH:13][CH:12]=1>>[ClH:1].[ClH:1].[NH2:32][C@@H:29]1[CH2:30][CH2:31][N:27]([CH2:25][CH:24]([C:40]2([OH:46])[CH2:45][CH2:44][CH2:43][CH2:42][CH2:41]2)[C:21]2[CH:20]=[CH:19][C:18]([O:17][CH2:10][C:11]3[CH:12]=[CH:13][CH:14]=[CH:15][CH:16]=3)=[CH:23][CH:22]=2)[CH2:28]1 |f:0.1.2,4.5.6|. Reported procedure: In an analogous manner to Example 1, step 2, 1-{2-(3R)-3-aminopyrrolidin-1-yl]-1-[4-(benzyloxy)phenyl]ethyl}cyclohexanol dihydrochloride was prepared from tert-butyl {(3R)-1-[[4-(benzyloxy)phenyl](1-hydroxycyclohexyl)acetyl]pyrrolidin-3-yl}carbamate. MS (ESI) m/z 395; HRMS: calcd for C25H34N2O2+H+, 395.26930; found (ESI, [M+H]+), 395.2684.